This data is from the Open Reaction Database (ORD), a public repository of structured organic reaction records. The task is: describe an organic reaction: reactants, conditions, products, and yield The reactants are B, CSC, CC(C)Oc1ccc(Cl)c(C(=O)O)c1Cl, C1CCOC1. Product: CC(C)Oc1ccc(Cl)c(CO)c1Cl. Reaction SMILES: [BH3:19].[CH3:16][S:17][CH3:18].[Cl:1][c:2]1[c:3]([C:4](=[O:5])[OH:6])[c:7]([Cl:15])[cH:8][cH:9][c:10]1[O:11][CH:12]([CH3:13])[CH3:14].[O:20]1[CH2:21][CH2:22][CH2:23][CH2:24]1>>[Cl:1][c:2]1[c:3]([CH2:4][OH:5])[c:7]([Cl:15])[cH:8][cH:9][c:10]1[O:11][CH:12]([CH3:13])[CH3:14]. Starting materials: C(C)(C)N1N=C(C=C1C(=O)OCC)C=1SC=CC1 (ethyl 1-isopropyl-3-(thiophen-2-yl)-1H-pyrazole-5-carboxylate), [Li+].[OH-] (LiOH). Run in C1CCOC1 (THF). Conditions: time 16 hour. Yields the product C(C)(C)N1N=C(C=C1C(=O)O)C=1SC=CC1 (1-isopropyl-3-(thiophen-2-yl)-1H-pyrazole-5-carboxylic acid). Isolated yield 88.5%. Reaction SMILES: [CH:1]([N:4]1[C:8]([C:9]([O:11]CC)=[O:10])=[CH:7][C:6]([C:14]2[S:15][CH:16]=[CH:17][CH:18]=2)=[N:5]1)([CH3:3])[CH3:2].[Li+].[OH-]>C1COCC1>[CH:1]([N:4]1[C:8]([C:9]([OH:11])=[O:10])=[CH:7][C:6]([C:14]2[S:15][CH:16]=[CH:17][CH:18]=2)=[N:5]1)([CH3:3])[CH3:2] |f:1.2|. Reported procedure: To a solution of ethyl 1-isopropyl-3-(thiophen-2-yl)-1H-pyrazole-5-carboxylate (0.88 g, 3.3 mmol) in THF (10 mL) was added aq. LiOH solution (0.42 g, 10 mmol, 5 mL) and the mixture was stirred for 16 h at RT. Solvents were removed and the thick liquid was diluted with water (5 mL) and acidified with 3M HCl solution to pH 4-5. The product precipitated and was filtered, washed with water and dried to afford 1-isopropyl-3-(thiophen-2-yl)-1H-pyrazole-5-carboxylic acid as a white solid (0.69 g, 88% y... Starting materials: CCc1cc(Br)ccc1O, O=C([O-])[O-], CCI, [K+], [K+], CN(C)C=O. Product: CCOc1ccc(Br)cc1CC. Reaction SMILES: [Br:10][c:11]1[cH:12][c:13]([CH2:18][CH3:19])[c:14]([OH:17])[cH:15][cH:16]1.[C:1](=[O:2])([O-:3])[O-:4].[I:7][CH2:8][CH3:9].[K+:5].[K+:6].[O:20]=[CH:21][N:22]([CH3:23])[CH3:24]>>[CH2:8]([CH3:9])[O:17][c:14]1[c:13]([CH2:18][CH3:19])[cH:12][c:11]([Br:10])[cH:16][cH:15]1. Reactants: CCCCCC, CCCCCCCCCCCCCCCCN(C(=O)C(F)(F)F)c1ccc(C(=O)O)cc1, C1COCCO1, O, O=C1CCC(=O)N1O. Product: CCCCCCCCCCCCCCCCN(C(=O)C(F)(F)F)c1ccc(C(=O)ON2C(=O)CCC2=O)cc1. RXN SMILES: [CH3:47][CH2:48][CH2:49][CH2:50][CH2:51][CH3:52].[F:1][C:2]([C:3](=[O:4])[N:5]([CH2:6][CH2:7][CH2:8][CH2:9][CH2:10][CH2:11][CH2:12][CH2:13][CH2:14][CH2:15][CH2:16][CH2:17][CH2:18][CH2:19][CH2:20][CH3:21])[c:22]1[cH:23][cH:24][c:25]([C:26](=[O:27])[OH:28])[cH:29][cH:30]1)([F:31])[F:32].[O:33]1[CH2:34][CH2:35][O:36][CH2:37][CH2:38]1.[OH2:53].[OH:39][N:40]1[C:41](=[O:46])[CH2:42][CH2:43][C:44]1=[O:45]>>[F:1][C:2]([C:3](=[O:4])[N:5]([CH2:6][CH2:7][CH2:8][CH2:9][CH2:10][CH2:11][CH2:12][CH2:13][CH2:14][CH2:15][CH2:16][CH2:17][CH2:18][CH2:19][CH2:20][CH3:21])[c:22]1[cH:23][cH:24][c:25]([C:26](=[O:27])[O:28][N:40]2[C:41](=[O:46])[CH2:42][CH2:43][C:44]2=[O:45])[cH:29][cH:30]1)([F:31])[F:32]. As a reaction SMILES: [CH2:1]([CH3:2])[O:3][C:4]([CH2:5][n:6]1[cH:7][cH:8][c:9]2[cH:10][cH:11][c:12]([OH:15])[cH:13][c:14]12)=[O:16].[CH2:36]([P:37]([CH2:38][CH2:39][CH2:40][CH3:41])[CH2:42][CH2:43][CH2:44][CH3:45])[CH2:46][CH2:47][CH3:48].[CH3:17][c:18]1[n:19][c:20](-[c:26]2[cH:27][cH:28][c:29]([C:32]([F:33])([F:34])[F:35])[cH:30][cH:31]2)[cH:21][cH:22][c:23]1[CH2:24][OH:25]>>[CH2:1]([CH3:2])[O:3][C:4]([CH2:5][n:6]1[cH:7][cH:8][c:9]2[cH:10][cH:11][c:12]([O:15][CH2:24][c:23]3[c:18]([CH3:17])[n:19][c:20](-[c:26]4[cH:27][cH:28][c:29]([C:32]([F:33])([F:34])[F:35])[cH:30][cH:31]4)[cH:21][cH:22]3)[cH:13][c:14]12)=[O:16]. The product is CCOC(=O)Cn1ccc2ccc(OCc3ccc(-c4ccc(C(F)(F)F)cc4)nc3C)cc21. Starting materials: CCOC(=O)Cn1ccc2ccc(O)cc21, CCCCP(CCCC)CCCC, Cc1nc(-c2ccc(C(F)(F)F)cc2)ccc1CO. The reactants are C1(=C(C=CC=C1)B(O)O)C (2-Tolylboronic acid), [N+](=O)([O-])C1=CC(=C(C(=O)OC)C=C1)Br (Methyl 4-nitro-2-bromobenzoate), C(=O)([O-])[O-].[K+].[K+] (K2CO3). Solvent: CCOCC (ether), O (water), CN(C)C=O (DMF). Reaction conditions: temperature 115 celsius, time 15 minute. Yields the product [N+](=O)([O-])C1=CC(=C(C(=O)OC)C=C1)C1=C(C=CC=C1)C (Methyl 4-Nitro-2-(2-methylphenyl)benzoate). Isolated yield 97.0%. Reaction SMILES: [N+:1]([C:4]1[CH:13]=[CH:12][C:7]([C:8]([O:10][CH3:11])=[O:9])=[C:6](Br)[CH:5]=1)([O-:3])=[O:2].[C:15]1([CH3:24])[CH:20]=[CH:19][CH:18]=[CH:17][C:16]=1B(O)O.C([O-])([O-])=O.[K+].[K+]>CN(C=O)C.CCOCC.O>[N+:1]([C:4]1[CH:13]=[CH:12][C:7]([C:8]([O:10][CH3:11])=[O:9])=[C:6]([C:16]2[CH:17]=[CH:18][CH:19]=[CH:20][C:15]=2[CH3:24])[CH:5]=1)([O-:3])=[O:2] |f:2.3.4|. Procedure details: Methyl 4-nitro-2-bromobenzoate (11.40 g, 43.85 mmol) was dissolved in 100 mL of DMF. Air was removed and the system was flushed with nitrogen. To this solution was added Pd(PPh3)4 (1.63 g, 3.1% eq). The pale yellow solution was stirred for 15 min until the color changed to deep brown. 2-Tolylboronic acid (6.6 g, 48.5 mmol) was added followed by anhydrous K2CO3 (18.2 g, 3.0 eq). The mixture was heated at 115° C. for 18 hr and then cooled down. This mixture was diluted with 100 mL of ether and 50 ... The reactants are CCOC(=O)c1cnc(S(C)(=O)=O)nc1OCC, CNC, CC#N. The product is CCOC(=O)c1cnc(N(C)C)nc1OCC. Reaction SMILES: [CH2:1]([CH3:2])[O:3][C:4](=[O:5])[c:6]1[c:7]([O:16][CH2:17][CH3:18])[n:8][c:9]([S:12]([CH3:13])(=[O:14])=[O:15])[n:10][cH:11]1.[CH3:19][NH:20][CH3:21].[CH3:22][C:23]#[N:24]>>[CH2:1]([CH3:2])[O:3][C:4](=[O:5])[c:6]1[c:7]([O:16][CH2:17][CH3:18])[n:8][c:9]([N:20]([CH3:19])[CH3:21])[n:10][cH:11]1. The reactants are NC=1C(=C(C=CC1F)O)F (3-amino-2,4-difluoro-phenol), C(=O)([O-])[O-].[Na+].[Na+] (Na2CO3), BrCC(=O)OC(C)C (isopropyl bromoacetate). Run in O (water), CN(C)C=O (DMF). Conditions: time 35 minute. Yields the product NC=1C(=C(OCC(=O)OC(C)C)C=CC1F)F (Isopropyl 2-(3-amino-2,4-difluoro-phenoxy)acetate). Yield: 70.6%. RXN SMILES: [NH2:1][C:2]1[C:3]([F:10])=[C:4]([OH:9])[CH:5]=[CH:6][C:7]=1[F:8].C([O-])([O-])=O.[Na+].[Na+].Br[CH2:18][C:19]([O:21][CH:22]([CH3:24])[CH3:23])=[O:20]>CN(C=O)C.O>[NH2:1][C:2]1[C:3]([F:10])=[C:4]([CH:5]=[CH:6][C:7]=1[F:8])[O:9][CH2:18][C:19]([O:21][CH:22]([CH3:24])[CH3:23])=[O:20] |f:1.2.3|. Procedure: To a stirred solution of 3-amino-2,4-difluoro-phenol (intermediate X(a)) (713 mg, 4.91 mmol, 1.0 eq) in DMF (20 mL) was added Na2CO3 (1.56 g, 14.8 mmol, 3.0 eq). The resulting mixture was stirred at room temperature for 35 min, then isopropyl bromoacetate (1.07 g, 5.90 mmol, 1.2 eq) was added and the reaction stirred at room temperature overnight. The reaction was diluted with water then extracted with EtOAc. The combined organic extracts were washed with brine, dried (Na2SO4), filtered and evap... As a reaction SMILES: [CH3:1][Si:2]([CH3:3])([CH3:4])[CH2:33][CH2:34][C:5]1([OH:6])[CH:7]([O:8][C:9]([CH3:10])=[O:11])[CH:12]([O:13][C:14]([CH3:15])=[O:16])[CH:17]([O:18][C:19]([CH3:20])=[O:21])[CH:22]([CH2:24][O:25][CH2:26][c:27]2[cH:28][cH:29][cH:30][cH:31][cH:32]2)[O:23]1.[Cl:42][CH2:43][Cl:44].[F:35][C:36]([F:37])([F:38])[C:39]([OH:40])=[O:41]>>[CH:5]1([OH:6])[CH:7]([O:8][C:9]([CH3:10])=[O:11])[CH:12]([O:13][C:14]([CH3:15])=[O:16])[CH:17]([O:18][C:19]([CH3:20])=[O:21])[CH:22]([CH2:24][O:25][CH2:26][c:27]2[cH:28][cH:29][cH:30][cH:31][cH:32]2)[O:23]1. The reactants are CC(=O)OC1C(COCc2ccccc2)OC(O)(CC[Si](C)(C)C)C(OC(C)=O)C1OC(C)=O, ClCCl, O=C(O)C(F)(F)F. The product is CC(=O)OC1C(O)OC(COCc2ccccc2)C(OC(C)=O)C1OC(C)=O. Reactants: FC1=CC=C(CC2(CCN(CC2)C(=O)OC(C)(C)C)O)C=C1 (tert-butyl 4-(4-fluorobenzyl)-4-hydroxypiperidine-1-carboxylate), Cl.C(C)O (HCl ethanol). Solvent: C(C)O (ethanol). Conditions: time 3 hour. The product is Cl.FC1=CC=C(CC2(CCNCC2)O)C=C1 (4-(4-fluorobenzyl)-4-hydroxypiperidine hydrochloride). Reaction SMILES: [F:1][C:2]1[CH:22]=[CH:21][C:5]([CH2:6][C:7]2([OH:20])[CH2:12][CH2:11][N:10](C(OC(C)(C)C)=O)[CH2:9][CH2:8]2)=[CH:4][CH:3]=1.[ClH:23].C(O)C>C(O)C>[ClH:23].[F:1][C:2]1[CH:3]=[CH:4][C:5]([CH2:6][C:7]2([OH:20])[CH2:8][CH2:9][NH:10][CH2:11][CH2:12]2)=[CH:21][CH:22]=1 |f:1.2,4.5|. Reported procedure: To a solution of tert-butyl 4-(4-fluorobenzyl)-4-hydroxypiperidine-1-carboxylate (2.0 g) in ethanol (10 mL) was added 2.0 M HCl/ethanol solution (20 mL), and the mixture was stirred at room temperature for 3 hr. The solvent was evaporated under reduced pressure, and the obtained solid was recrystallized from ethanol/hexane to give the title compound (1.4 g).